From a dataset of the Open Reaction Database (ORD), a public repository of structured organic reaction records. describe an organic reaction: reactants, conditions, products, and yield Reactants: COC1=C(C=C(C=C1)OC(F)(F)F)C=1CO[C@]2(C1)[C@@H](NCCC2)C2=CC=CC=C2 ((5R,6S)-3-(2-methoxy-5-trifluoromethoxyphenyl)-6-phenyl-1-oxa-7-aza-spiro[4.5]dec-3-ene), C(C)(=O)O (acetic acid). The reagents and catalysts are [OH-].[OH-].[Pd+2] (palladium hydroxide/carbon). Run in CO (methanol). Run at time 16 hour. Product: COC1=C(C=C(C=C1)OC(F)(F)F)[C@H]1CO[C@]2(C1)[C@@H](NCCC2)C2=CC=CC=C2 ((3S,5R,6S)-3-(2-Methoxy-5-trifluoromethoxyphenyl)-6-phenyl-1-oxa-7-aza-spiro[4.5]decane). Reaction SMILES: [CH3:1][O:2][C:3]1[CH:8]=[CH:7][C:6]([O:9][C:10]([F:13])([F:12])[F:11])=[CH:5][C:4]=1[C:14]1[CH2:15][O:16][C@:17]2([CH2:23][CH2:22][CH2:21][NH:20][C@H:19]2[C:24]2[CH:29]=[CH:28][CH:27]=[CH:26][CH:25]=2)[CH:18]=1.C(O)(=O)C>CO.[OH-].[OH-].[Pd+2]>[CH3:1][O:2][C:3]1[CH:8]=[CH:7][C:6]([O:9][C:10]([F:13])([F:11])[F:12])=[CH:5][C:4]=1[C@@H:14]1[CH2:18][C@@:17]2([CH2:23][CH2:22][CH2:21][NH:20][C@H:19]2[C:24]2[CH:25]=[CH:26][CH:27]=[CH:28][CH:29]=2)[O:16][CH2:15]1 |f:3.4.5|. Procedure details: A mixture of (5R,6S)-3-(2-methoxy-5-trifluoromethoxyphenyl)-6-phenyl-1-oxa-7-aza-spiro[4.5]dec-3-ene (Example 2; 1.4 g), 10% palladium hydroxide/carbon (0.25 g) in methanol (90 ml) containing acetic acid (9 ml) was hydrogenated at 50 psi for 16 h. The solution was filtered, evaporated and the residue was crystallized twice from hexane to give the title compound. m.p. 91-104° C. 1H NMR (250 MHz, CDCl3) δ 7.50-7.54 (2H, m), 7.33-7.36 (3H, m),), 6.90 (1H, dd, J 8.9, 2.07 Hz), 6.68 (1H, d, J 8.9 Hz)... Reactants: CC(C)(C)OC(=O)NCCN, CCOC(C)=O, CS(C)=O, CCN(C(C)C)C(C)C, Clc1ccc(-c2cc3nccn3c(Cl)n2)c(Cl)c1, O. Product: CC(C)(C)OC(=O)NCCNc1nc(-c2ccc(Cl)cc2Cl)cc2nccn12. As a reaction SMILES: [C:19](=[O:20])([O:21][C:22]([CH3:23])([CH3:24])[CH3:25])[NH:26][CH2:27][CH2:28][NH2:29].[CH3:39][CH2:40][O:41][C:42](=[O:43])[CH3:44].[CH3:45][S:46]([CH3:47])=[O:48].[CH:30]([N:31]([CH:32]([CH3:33])[CH3:34])[CH2:35][CH3:36])([CH3:37])[CH3:38].[Cl:1][c:2]1[n:3][c:4](-[c:11]2[c:12]([Cl:18])[cH:13][c:14]([Cl:17])[cH:15][cH:16]2)[cH:5][c:6]2[n:7]1[cH:8][cH:9][n:10]2.[OH2:49]>>[c:2]1([NH:29][CH2:28][CH2:27][NH:26][C:19](=[O:20])[O:21][C:22]([CH3:23])([CH3:24])[CH3:25])[n:3][c:4](-[c:11]2[c:12]([Cl:18])[cH:13][c:14]([Cl:17])[cH:15][cH:16]2)[cH:5][c:6]2[n:7]1[cH:8][cH:9][n:10]2. The reactants are O=C(OCc1ccccc1)N1CCNCC1, O=Cc1ccc(-c2cccnc2N2CCC3(CC2)OCCO3)nc1. Product: O=C(OCc1ccccc1)N1CCN(Cc2ccc(-c3cccnc3N3CCC4(CC3)OCCO4)nc2)CC1. As a reaction SMILES: [N:25]1([C:31](=[O:32])[O:33][CH2:34][c:35]2[cH:36][cH:37][cH:38][cH:39][cH:40]2)[CH2:26][CH2:27][NH:28][CH2:29][CH2:30]1.[O:1]1[CH2:2][CH2:3][O:4][C:5]12[CH2:6][CH2:7][N:8]([c:11]1[n:12][cH:13][cH:14][cH:15][c:16]1-[c:17]1[n:18][cH:19][c:20]([CH:23]=[O:24])[cH:21][cH:22]1)[CH2:9][CH2:10]2>>[O:1]1[CH2:2][CH2:3][O:4][C:5]12[CH2:6][CH2:7][N:8]([c:11]1[n:12][cH:13][cH:14][cH:15][c:16]1-[c:17]1[n:18][cH:19][c:20]([CH2:23][N:28]3[CH2:27][CH2:26][N:25]([C:31](=[O:32])[O:33][CH2:34][c:35]4[cH:36][cH:37][cH:38][cH:39][cH:40]4)[CH2:30][CH2:29]3)[cH:21][cH:22]1)[CH2:9][CH2:10]2.